Task: describe an organic reaction: reactants, conditions, products, and yield. Dataset: the Open Reaction Database (ORD), a public repository of structured organic reaction records The reactants are ClC(=O)OCC (ethyl chloroformate), C([O-])([O-])=O.[K+].[K+] (potassium carbonate), FC(C=1C=C(CNCC=2C(=NC3=C(C=CC=C3C2)C)SCCC)C=C(C1)C(F)(F)F)(F)F ((3,5-bis-trifluoromethyl-benzyl)-(8-methyl-2-propylsulfanyl-quinolin-3-ylmethyl)-amine). Solvent: C1CCOC1 (THF), C(Cl)Cl (methylene chloride). Run at time 8 hour. The product is CC=1C=CC=C2C=C(C(=NC12)SCCC)C=O (8-methyl-2-propylsulfanyl-quinoline-3-carbaldehyde). Isolated yield 229.0%. Reaction SMILES: ClC([O:4][CH2:5][CH3:6])=O.C(=O)([O-])[O-].[K+].[K+].FC(F)(F)C1C=C(C=C(C(F)(F)F)C=1)CNCC1[C:22]([S:32][CH2:33][CH2:34][CH3:35])=[N:23][C:24]2[C:29]([CH:30]=1)=[CH:28][CH:27]=[CH:26][C:25]=2[CH3:31]>C1COCC1.C(Cl)Cl>[CH3:30][C:29]1[CH:28]=[CH:27][CH:26]=[C:25]2[C:24]=1[N:23]=[C:22]([S:32][CH2:33][CH2:34][CH3:35])[C:6]([CH:5]=[O:4])=[CH:31]2 |f:1.2.3|. Procedure: To ethyl chloroformate (0.4 ml, 4.2 mmol) and potassium carbonate (0.875 g, 6.3 mmol) were added to (3,5-bis-trifluoromethyl-benzyl)-(8-methyl-2-propylsulfanyl-quinolin-3-ylmethyl)-amine (1.058 g, 2.1 mmol) which was dissolved in anhydrous THF (10 mL). The resulting mixture was stirred at room temperature for overnight. The mixture was diluted with methylene chloride, and was washed one time with water. The organic phase was dried over potassium carbonate and concentrated by rotary evaporation. ... The reactants are COC(CCC#CC1=CC=C(C=C1)OC(F)(F)F)=O (5-(4-trifluoromethoxy-phenyl)-pent-4-ynoic acid methyl ester), [Li+].[OH-] (LiOH). Yields the product FC(OC1=CC=C(C=C1)C#CCCC(=O)O)(F)F (5-(4-Trifluoromethoxy-phenyl)-pent-4-ynoic acid). RXN SMILES: C[O:2][C:3](=[O:19])[CH2:4][CH2:5][C:6]#[C:7][C:8]1[CH:13]=[CH:12][C:11]([O:14][C:15]([F:18])([F:17])[F:16])=[CH:10][CH:9]=1.[Li+].[OH-]>>[F:16][C:15]([F:17])([F:18])[O:14][C:11]1[CH:10]=[CH:9][C:8]([C:7]#[C:6][CH2:5][CH2:4][C:3]([OH:19])=[O:2])=[CH:13][CH:12]=1 |f:1.2|. Procedure details: In analogy to the procedure described for example 1 e], 5-(4-trifluoromethoxy-phenyl)-pent-4-ynoic acid methyl ester was treated with LiOH to obtain the title compound as brown crystals. Isolated yield 47.0%. Procedure details: A solution of 1.16 g (0.010 mole) of 6H-1,2,4-oxadiazin-3,5(2H,4H)-dione, 5 mg of ammonium sulfate, 2.06 (0.029 mole) of pyrrolidine and 20 ml of hexamethyldisilazane in 40 ml of dry freshly distilled dioxane is refluxed for 17 hours. After cooling, the dioxane and hexamethyldisilazane are removed in vacuo and the syrupy residue is dried on a vacuum pump for 2 hours. The resulting semi-solid residue is triturated with 100 ml of petroleum ether and filtered to yield 0.8 g (47 percent) of 5-(1-pyr... The reactants are O1NC(NC(C1)=O)=O (6H-1,2,4-oxadiazin-3,5(2H,4H)-dione), S(=O)(=O)([O-])[O-].[NH4+].[NH4+] (ammonium sulfate), 2.06, N1CCCC1 (pyrrolidine), C[Si](N[Si](C)(C)C)(C)C (hexamethyldisilazane). Solvent: O1CCOCC1 (dioxane). Reaction SMILES: [O:1]1[CH2:6][C:5](=O)[NH:4][C:3](=[O:8])[NH:2]1.S([O-])([O-])(=O)=O.[NH4+].[NH4+].[NH:16]1[CH2:20][CH2:19][CH2:18][CH2:17]1.C[Si](C)(C)N[Si](C)(C)C>O1CCOCC1>[N:16]1([C:5]2[CH2:6][O:1][NH:2][C:3](=[O:8])[N:4]=2)[CH2:20][CH2:19][CH2:18][CH2:17]1 |f:1.2.3|. Yields the product N1(CCCC1)C1=NC(NOC1)=O (5-(1-pyrrolidinyl)-6H-1,2,4-oxadiazin-3(2H)-one). The reactants are C1(=CC=CC=C1)C(N1COC(C1)COC1=CC(=C(C=C1)Cl)Cl)C1=CC=CC=C1 (3-Diphenylmethyl-5-(3,4-dichloro-phenoxymethyl)-oxazolidine), Cl (hydrochloric acid), C1(=CC=CC=C1)C(N1COC(C1)CCl)C1=CC=CC=C1 (3-diphenylmethyl-5-chloromethyl-oxazolidine), ClC=1C=C(C=CC1Cl)[O-].[Na+] (sodium 3,4-dichlorophenolate). Yields the product Cl.ClC=1C=C(OCC(CNC(C2=CC=CC=C2)C2=CC=CC=C2)O)C=CC1Cl (1-(3,4-dichlorophenoxy)-2-hydroxy-3-diphenylmethylaminopropane hydrochloride). RXN SMILES: [C:1]1([CH:7]([C:23]2[CH:28]=[CH:27][CH:26]=[CH:25][CH:24]=2)[N:8]2[CH2:12][CH:11]([CH2:13][O:14][C:15]3[CH:20]=[CH:19][C:18]([Cl:21])=[C:17]([Cl:22])[CH:16]=3)[O:10]C2)[CH:6]=[CH:5][CH:4]=[CH:3][CH:2]=1.C1(C(C2C=CC=CC=2)N2CC(CCl)OC2)C=CC=CC=1.ClC1C=C([O-])C=CC=1Cl.[Na+].Cl>>[ClH:21].[Cl:22][C:17]1[CH:16]=[C:15]([CH:20]=[CH:19][C:18]=1[Cl:21])[O:14][CH2:13][CH:11]([OH:10])[CH2:12][NH:8][CH:7]([C:23]1[CH:24]=[CH:25][CH:26]=[CH:27][CH:28]=1)[C:1]1[CH:6]=[CH:5][CH:4]=[CH:3][CH:2]=1 |f:2.3,5.6|. Procedure details: 3-Diphenylmethyl-5-(3,4-dichloro-phenoxymethyl)-oxazolidine from 3-diphenylmethyl-5-chloromethyl-oxazolidine and sodium 3,4-dichlorophenolate; this product is hydrolysed with alcoholic-aqueous hydrochloric acid to give 1-(3,4-dichlorophenoxy)-2-hydroxy-3-diphenylmethylaminopropane hydrochloride with a melting point of 180°-184°. Starting materials: Cl.ClC=1C=C(C=CC1Cl)NN (1-(3,4-dichlorophenyl)hydrazine hydrochloride), C(C)(=O)[O-].[Na+] (sodium acetate), CN(C)C=C1C(CCCC1=O)=O (2-((dimethylamino)methylene)cyclohexane-1,3-dione). Run in CCCCO (n-BuOH), CCCCO (n-BuOH), C(C)(=O)O (acetic acid). The product is ClC=1C=C(C=CC1Cl)N1N=CC=2C(CCCC12)=O (1-(3,4-dichlorophenyl)-1,5,6,7-tetrahydro-4H-indazol-4-one). Isolated yield 55.9%. As a reaction SMILES: Cl.[Cl:2][C:3]1[CH:4]=[C:5]([NH:10][NH2:11])[CH:6]=[CH:7][C:8]=1[Cl:9].C([O-])(=O)C.[Na+].CN([CH:20]=[C:21]1[C:26](=[O:27])[CH2:25][CH2:24][CH2:23][C:22]1=O)C>CCCCO.C(O)(=O)C>[Cl:2][C:3]1[CH:4]=[C:5]([N:10]2[C:22]3[CH2:23][CH2:24][CH2:25][C:26](=[O:27])[C:21]=3[CH:20]=[N:11]2)[CH:6]=[CH:7][C:8]=1[Cl:9] |f:0.1,2.3|. Reported procedure: A mixture of 1-(3,4-dichlorophenyl)hydrazine hydrochloride (6.78 g, 31.8 mmol) and anhydrous sodium acetate (2.60 g, 31.8 mmol) in n-BuOH (20 mL) is slowly added to a solution of 2-((dimethylamino)methylene)cyclohexane-1,3-dione (5.32 g, 31.8 mmol) in n-BuOH (100 mL) and acetic acid (5 mL). The resulting mixture is heated to reflux during 2 hours, effecting follow-up of the reaction by TLC. The solvent is evaporated at reduced pressure, the residue is diluted in AcOEt and washed with H2O. The so... Starting materials: C(C1=CC=CC=C1)(C1=CC=CC=C1)OC(=O)C1(CC1)O\N=C(/C(=O)N[C@@H]1C(N([C@@H]1CN1C(OCC1)=O)S(=O)(=O)O)=O)\C=1N=C(SC1)NC(=O)OC(C)(C)C ((3S,4R)-3-((Z)-2-((1-((benzhydryloxy)carbonyl)cyclopropoxy)imino)-2-(2-((tert-butoxycarbonyl)amino)thiazol-4-yl)acetamido)-2-oxo-4-((2-oxooxazolidin-3-yl)methyl)azetidine-1-sulfonic acid), C(=O)(C(F)(F)F)O (TFA), C(=O)(C(F)(F)F)O (TFA). Solvent: C(Cl)Cl (DCM), C(Cl)Cl (DCM). Yields the product NC=1SC=C(N1)/C(/C(N[C@@H]1C(N([C@@H]1CN1C(OCC1)=O)S(=O)(=O)O)=O)=O)=N/OC1(CC1)C(=O)O (1-(((Z)-(1-(2-aminothiazol-4-yl)-2-oxo-2-(((3S,4R)-2-oxo-4-((2-oxooxazolidin-3-yl)methyl)-1-sulfoazetidin-3-yl)amino)ethylidene)amino)oxy)cyclopropanecarboxylic acid). The yield is 24.5%. RXN SMILES: C([O:14][C:15]([C:17]1([O:20]/[N:21]=[C:22](/[C:42]2[N:43]=[C:44]([NH:47]C(OC(C)(C)C)=O)[S:45][CH:46]=2)\[C:23]([NH:25][C@H:26]2[C@@H:29]([CH2:30][N:31]3[CH2:35][CH2:34][O:33][C:32]3=[O:36])[N:28]([S:37]([OH:40])(=[O:39])=[O:38])[C:27]2=[O:41])=[O:24])[CH2:19][CH2:18]1)=[O:16])(C1C=CC=CC=1)C1C=CC=CC=1.C(O)(C(F)(F)F)=O>C(Cl)Cl>[NH2:47][C:44]1[S:45][CH:46]=[C:42](/[C:22](=[N:21]/[O:20][C:17]2([C:15]([OH:16])=[O:14])[CH2:18][CH2:19]2)/[C:23](=[O:24])[NH:25][C@H:26]2[C@@H:29]([CH2:30][N:31]3[CH2:35][CH2:34][O:33][C:32]3=[O:36])[N:28]([S:37]([OH:40])(=[O:39])=[O:38])[C:27]2=[O:41])[N:43]=1. Reported procedure: Followed the general procedure for the acid mediated deprotection using (3S,4R)-3-((Z)-2-((1-((benzhydryloxy)carbonyl)cyclopropoxy)imino)-2-(2-((tert-butoxycarbonyl)amino)thiazol-4-yl)acetamido)-2-oxo-4-((2-oxooxazolidin-3-yl)methyl)azetidine-1-sulfonic acid (1.10 g, 1.40 mmol), DCM (7.0 mL) and TFA (5.39 mL, 70.0 mmol). Additional TFA (3.24 mL, 42.0 mmol) was added after 1 h at rt and the solution was diluted with DCM and concentrated in vacuo after an additional 30 min. The crude residue purif...